From a dataset of the Open Reaction Database (ORD), a public repository of structured organic reaction records. describe an organic reaction: reactants, conditions, products, and yield Reactants: C(C)(=O)O[BH-](OC(C)=O)OC(C)=O.[Na+] (sodium triacetoxyborohydride), COC1=CC=C(CN(S(=O)(=O)C=2C=CC3=C(OCCN3)C2)C=2SC=CN2)C=C1 (N-(4-methoxybenzyl)-N-(thiazol-2-yl)-3,4-dihydro-2H-benzo[b][1,4]oxazine-7-sulfonamide), COC1=CC=C(CN(S(=O)(=O)C=2C=CC3=C(OCCN3)C2)C=2SC=CN2)C=C1 (N-(4-methoxybenzyl)-N-(thiazol-2-yl)-3,4-dihydro-2H-benzo[b][1,4]oxazine-7-sulfonamide), C(C)(=O)O (acetic acid), C(C1=CC=CC=C1)=O (benzaldehyde), C(=O)(C(F)(F)F)O (TFA). Run in CO.O (MeOH H2O), ClCCCl (DCE). Conditions: time 10 minute. Yields the product C(C1=CC=CC=C1)N1C2=C(OCC1)C=C(C=C2)S(=O)(=O)NC=2SC=CN2 (4-benzyl-N-(thiazol-2-yl)-3,4-dihydro-2H-benzo[b][1,4]oxazine-7-sulfonamide). Yield: 12.5%. RXN SMILES: COC1C=CC(C[N:8]([C:22]2[S:23][CH:24]=[CH:25][N:26]=2)[S:9]([C:12]2[CH:13]=[CH:14][C:15]3[NH:20][CH2:19][CH2:18][O:17][C:16]=3[CH:21]=2)(=[O:11])=[O:10])=CC=1.C(O)(=O)C.[CH:33](=O)[C:34]1[CH:39]=[CH:38][CH:37]=[CH:36][CH:35]=1.C(O[BH-](OC(=O)C)OC(=O)C)(=O)C.[Na+].C(O)(C(F)(F)F)=O>CO.O.ClCCCl>[CH2:33]([N:20]1[CH2:19][CH2:18][O:17][C:16]2[CH:21]=[C:12]([S:9]([NH:8][C:22]3[S:23][CH:24]=[CH:25][N:26]=3)(=[O:10])=[O:11])[CH:13]=[CH:14][C:15]1=2)[C:34]1[CH:39]=[CH:38][CH:37]=[CH:36][CH:35]=1 |f:3.4,6.7|. Procedure: To a vial charged with N-(4-methoxybenzyl)-N-(thiazol-2-yl)-3,4-dihydro-2H-benzo[b][1,4]oxazine-7-sulfonamide (INTERMEDIATE M) (50 mg, 0.120 mmol) was added DCE (479 n1), acetic acid (10.28 μl, 0.180 mmol) and benzaldehyde (18.24 μl, 0.180 mmol). The mixture was shaken at room temperature for 10 min prior to the addition of sodium triacetoxyborohydride (76 mg, 0.359 mmol). The mixture was shaken at rt overnight yielding product (PMB protected) as the major species. To the mixture was added TFA (... As a reaction SMILES: [CH2:12]([CH:13]=[CH2:14])[Br:15].[CH2:16]([OH:17])[CH3:18].[CH3:1][C:2]1([CH3:11])[NH:3][C:4]([CH3:9])([CH3:10])[CH2:5][CH:6]([OH:8])[CH2:7]1>>[CH3:1][C:2]1([CH3:11])[N:3]([CH2:14][CH:13]=[CH2:12])[C:4]([CH3:9])([CH3:10])[CH2:5][CH:6]([OH:8])[CH2:7]1. Reactants: C=CCBr, CCO, CC1(C)CC(O)CC(C)(C)N1. Yields the product C=CCN1C(C)(C)CC(O)CC1(C)C. The reactants are CCN, [Na+], Cc1ccc(S(=O)(=O)OCC2CCOC2)cc1, [OH-]. Product: CCNCC1CCOC1. As a reaction SMILES: [CH3:18][CH2:19][NH2:20].[Na+:22].[O:1]([S:2]([c:3]1[cH:4][cH:5][c:6]([CH3:7])[cH:8][cH:9]1)(=[O:10])=[O:11])[CH2:12][CH:13]1[CH2:14][O:15][CH2:16][CH2:17]1.[OH-:21]>>[CH2:12]([CH:13]1[CH2:14][O:15][CH2:16][CH2:17]1)[NH:20][CH2:19][CH3:18]. Procedure: The product was obtained starting from 3-((E)-3-Dimethylamino-acryloyl)-1-(3-trifluoromethyl-phenyl)-1H-pyridazin-4-one (A-3) and o-trifluoromethyl-phenylhydrazine according to the method described for Example 1 in 46% yield. MS: M=451.1 (M+H)+ Yields the product FC(C=1C=C(C=CC1)N1N=C(C(C=C1)=O)C=1N(N=CC1)C1=C(C=CC=C1)C(F)(F)F)(F)F (1-(3-Trifluoromethyl-phenyl)-3-[2-(2-trifluoromethyl-phenyl)-2H-pyrazol-3-yl]-1H-pyridazin-4-one). Reaction SMILES: C[N:2](C)/[CH:3]=[CH:4]/[C:5]([C:7]1[C:12](=[O:13])[CH:11]=[CH:10][N:9]([C:14]2[CH:19]=[CH:18][CH:17]=[C:16]([C:20]([F:23])([F:22])[F:21])[CH:15]=2)[N:8]=1)=O.[F:25][C:26]([F:36])([F:35])[C:27]1[CH:32]=[CH:31][CH:30]=[CH:29][C:28]=1[NH:33]N>>[F:21][C:20]([F:23])([F:22])[C:16]1[CH:15]=[C:14]([N:9]2[CH:10]=[CH:11][C:12](=[O:13])[C:7]([C:5]3[N:33]([C:28]4[CH:29]=[CH:30][CH:31]=[CH:32][C:27]=4[C:26]([F:25])([F:35])[F:36])[N:2]=[CH:3][CH:4]=3)=[N:8]2)[CH:19]=[CH:18][CH:17]=1. Isolated yield 46.0%. Reactants: CN(/C=C/C(=O)C1=NN(C=CC1=O)C1=CC(=CC=C1)C(F)(F)F)C (3-((E)-3-Dimethylamino-acryloyl)-1-(3-trifluoromethyl-phenyl)-1H-pyridazin-4-one), FC(C1=C(C=CC=C1)NN)(F)F (o-trifluoromethyl-phenylhydrazine). Reactants: O\C=C\1/C(NC2=CC=CC=C12)=O ((3Z)-3-(hydroxymethylene)-1,3-dihydro-2H-indol-2-one), NC=1C=C(C=CC1)S(=O)(=O)N (3-aminobenzene-1-sulfonamide). Run in CCO (EtOH). Conditions: temperature 80 celsius. Yields the product O=C\1NC2=CC=CC=C2/C1=C/NC=1C=C(C=CC1)S(=O)(=O)N (3-{[(Z)-(2-oxo-1,2-dihydro-3H-indol-3-ylidene)-methyl]amino}benzenesulfonamide). Isolated yield 79.3%. Reaction SMILES: O/[CH:2]=[C:3]1\[C:4](=[O:12])[NH:5][C:6]2[C:11]\1=[CH:10][CH:9]=[CH:8][CH:7]=2.[NH2:13][C:14]1[CH:15]=[C:16]([S:20]([NH2:23])(=[O:22])=[O:21])[CH:17]=[CH:18][CH:19]=1>CCO>[O:12]=[C:4]1[NH:5][C:6]2[C:11](/[C:3]/1=[CH:2]/[NH:13][C:14]1[CH:15]=[C:16]([S:20]([NH2:23])(=[O:21])=[O:22])[CH:17]=[CH:18][CH:19]=1)=[CH:10][CH:9]=[CH:8][CH:7]=2. Reported procedure: A mixture of 0.161 g (1.0 mmol) of (3Z)-3-(hydroxymethylene)-1,3-dihydro-2H-indol-2-one 1,2 and 0.180 g (1.05 mmol) of 3-aminobenzene-1-sulfonamide in 5 ml of EtOH was heated to 80° C. for 45 min. After cooling to ambient temperature, the solid was collected by vacuum filtration and air dried to afford 3-{[(Z)-(2-oxo-1,2-dihydro-3H-indol-3-ylidene)-methyl]amino}benzenesulfonamide as a yellow solid (0.25 g, 79%). mp>250° C.; 1H NMR (DMSO-d6): 6.82 (d, J=7.7 Hz, 1H), 6.87-6.94 (m, 1H), 6.97-7.30 (... The reactants are CC1(CCC(CC1)C1=CC2=C(N=C(NC2=O)C)S1)C (6-(4,4-dimethylcyclohexyl)-2-methylthieno[2,3-d]pyrimidin-4(3H)-one), C1(=CC=CC=C1)C (toluene), P(=O)(Cl)(Cl)Cl (phosphorous oxychloride). Solvent: CN(C)C=O (DMF). Run at temperature 130 celsius. Product: ClC=1C2=C(N=C(N1)C)SC(=C2)C2CCC(CC2)(C)C (4-chloro-6-(4,4-dimethylcyclohexyl)-2-methylthieno[2,3-d]pyrimidine). Reaction SMILES: [CH3:1][C:2]1([CH3:19])[CH2:7][CH2:6][CH:5]([C:8]2[S:18][C:11]3[N:12]=[C:13]([CH3:17])[NH:14][C:15](=O)[C:10]=3[CH:9]=2)[CH2:4][CH2:3]1.C1(C)C=CC=CC=1.P(Cl)(Cl)([Cl:29])=O>CN(C=O)C>[Cl:29][C:15]1[C:10]2[CH:9]=[C:8]([CH:5]3[CH2:6][CH2:7][C:2]([CH3:19])([CH3:1])[CH2:3][CH2:4]3)[S:18][C:11]=2[N:12]=[C:13]([CH3:17])[N:14]=1. Procedure: To a mixture of 6-(4,4-dimethylcyclohexyl)-2-methylthieno[2,3-d]pyrimidin-4(3H)-one (30.0 g) and toluene (240 mL) were added phosphorous oxychloride (40 mL) and DMF (1.0 mL), followed by heating to reflux at 130° C. for 2 hours. The reaction mixture was left to be cooled to room temperature and concentrated under reduced pressure. To the residue were added chloroform and saturated aqueous sodium bicarbonate, followed by stirring. The organic layer was washed sequentially with water and brine. To... The reactants are CC1=C(C=CC(=N1)C=1C=NC=CC1)CN1N=C(C(C2=C1N=CC=C2)=S)C(=O)OCC (ethyl 1-[(6-methyl-2,3′-bipyridin-5-yl)methyl]-4-thioxo-1,4-dihydropyrido[2,3-c]pyridazine-3-carboxylate), C([O-])(O)=O.[Na+] (sodium bicarbonate), Cl.O1CC(CCC1)NN ((±)-tetrahydro-2H-pyran-3-ylhydrazine hydrochloride), C([O-])([O-])=O.[K+].[K+] (potassium carbonate). Run in O1CCOCC1 (dioxane), CN(C)C=O (N,N′-dimethylformamide), C(C)O (ethanol). Reaction conditions: temperature 80 celsius. Product: CC1=CC=C(C=N1)C1=NC=C(C=C1)CN1N=C2C(C3=C1N=CC=C3)=NN(C2=O)C2COCCC2 ((±)-5-[(6′-methyl-2,3′-bipyridin-5-yl)methyl]-2-(tetrahydro-2H-pyran-3-yl)-2,5-dihydro-3H-pyrazolo[4,3-c]pyrido[3,2-e]pyridazin-3-one). RXN SMILES: C[C:2]1[N:7]=[C:6]([C:8]2[CH:9]=[N:10][CH:11]=[CH:12][CH:13]=2)[CH:5]=[CH:4][C:3]=1[CH2:14][N:15]1[C:20]2[N:21]=[CH:22][CH:23]=[CH:24][C:19]=2[C:18](=S)[C:17]([C:26](OCC)=[O:27])=[N:16]1.Cl.[O:32]1[CH2:37][CH2:36][CH2:35][CH:34]([NH:38][NH2:39])[CH2:33]1.[C:40](=O)([O-])[O-].[K+].[K+].C(=O)(O)[O-].[Na+]>C(O)C.O1CCOCC1.CN(C=O)C>[CH3:40][C:11]1[N:10]=[CH:9][C:8]([C:6]2[CH:5]=[CH:4][C:3]([CH2:14][N:15]3[C:20]4[N:21]=[CH:22][CH:23]=[CH:24][C:19]=4[C:18]4=[N:39][N:38]([CH:34]5[CH2:35][CH2:36][CH2:37][O:32][CH2:33]5)[C:26](=[O:27])[C:17]4=[N:16]3)=[CH:2][N:7]=2)=[CH:13][CH:12]=1 |f:1.2,3.4.5,6.7|. Procedure: Ethyl 1-[(6-methyl-2,3′-bipyridin-5-yl)methyl]-4-thioxo-1,4-dihydropyrido[2,3-c]pyridazine-3-carboxylate [(Example 6, Step 2), 125 mg, 0.299 mmol], (±)-tetrahydro-2H-pyran-3-ylhydrazine hydrochloride (91.0 mg, 0.599 mmol, 2 equiv) and potassium carbonate (414 mg, 2.99 mmol, 10 equiv) were combined in ethanol (10 mL), N,N′-dimethylformamide (3 mL) and dioxane (5 mL) at ambient temperature and after 5 minutes, were warmed to 80° C. for 4 hours. The mixture was cooled to ambient temperature, poured... Starting materials: FC=1C=2N(C=CC1C(F)(F)F)C=CN2 (8-Fluoro-7-trifluoromethylimidazo[1,2-α]pyridine), BrC=1C=CC(=C(C1)C=1C(=CC(=CC1)F)C#N)F (5′-bromo-4,2′-difluorobiphenyl-2-carbonitrile). Product: FC=1C=C(C(=CC1)C1=C(C=CC(=C1)C1=CN=C2N1C=CC(=C2F)C(F)(F)F)F)C#N (4,2′-difluoro-5′-(8-fluoro-7-trifluoromethylimidazo[1,2-α]pyridin-3-yl)-biphenyl-2-carbonitrile). Isolated yield 44.6%. RXN SMILES: [F:1][C:2]1[C:3]2[N:4]([CH:12]=[CH:13][N:14]=2)[CH:5]=[CH:6][C:7]=1[C:8]([F:11])([F:10])[F:9].Br[C:16]1[CH:17]=[CH:18][C:19]([F:31])=[C:20]([C:22]2[C:23]([C:29]#[N:30])=[CH:24][C:25]([F:28])=[CH:26][CH:27]=2)[CH:21]=1>>[F:28][C:25]1[CH:24]=[C:23]([C:29]#[N:30])[C:22]([C:20]2[CH:21]=[C:16]([C:12]3[N:4]4[CH:5]=[CH:6][C:7]([C:8]([F:9])([F:10])[F:11])=[C:2]([F:1])[C:3]4=[N:14][CH:13]=3)[CH:17]=[CH:18][C:19]=2[F:31])=[CH:27][CH:26]=1. Reported procedure: 8-Fluoro-7-trifluoromethylimidazo[1,2-α]pyridine (102 mg, 0.5 mmol) and 5′-bromo-4,2′-difluorobiphenyl-2-carbonitrile (221 mg, 0.75 mmol) were coupled following the procedure given in Example 6 to afford 4,2′-difluoro-5′-(8-fluoro-7-trifluoromethylimidazo[1,2-α]pyridin-3-yl)-biphenyl-2-carbonitrile (93 mg, 45%) as an off-white solid: δH (360 MHz, CDCl3) 7.00 (1H, dd, J 7 and 6), 7.40-7.47 (2H, m), 7.55 (1H, dd, J 8 and 3), 7.57-7.65 (3H, m), 7.86 (1H, s), 8.34 (1H, d, J 7); m/z (ES+) 418 (100%, ...